This data is from the Open Reaction Database (ORD), a public repository of structured organic reaction records. The task is: describe an organic reaction: reactants, conditions, products, and yield Reactants: ClC1=C(C=CC(=C1Cl)SC)C(C(=C)C1CCCC1)=O (2',3'-dichloro-4'-methylthio-2-cyclopentylacrylophenone). Solvent: S(O)(O)(=O)=O (sulfuric acid). Yields the product C1(CCCC1)C1C(C2=C(C(=C(C=C2C1)SC)Cl)Cl)=O (2-Cyclopentyl-5-methylthio-6,7-dichloro-1-indanone). As a reaction SMILES: [Cl:1][C:2]1[C:7]([Cl:8])=[C:6]([S:9][CH3:10])[CH:5]=[CH:4][C:3]=1[C:11](=[O:19])[C:12]([CH:14]1[CH2:18][CH2:17][CH2:16][CH2:15]1)=[CH2:13]>S(=O)(=O)(O)O>[CH:14]1([CH:12]2[CH2:13][C:4]3[C:3](=[C:2]([Cl:1])[C:7]([Cl:8])=[C:6]([S:9][CH3:10])[CH:5]=3)[C:11]2=[O:19])[CH2:15][CH2:16][CH2:17][CH2:18]1. Procedure: 2-Cyclopentyl-5-methylthio-6,7-dichloro-1-indanone is prepared following substantially the same procedure described in Example 3, Step C, using the following substances: 2',3'-dichloro-4'-methylthio-2-cyclopentylacrylophenone (10 g.) and concentrated sulfuric acid (50 ml.). Starting materials: CCOCC (ether), C(C)(C)(C)O[K] (tert-BuOK), C12CC(CC(CC1)S2)=O (8-thiabicyclo[3.2.1]octan-3-one), S(=O)(=O)(C1=CC=C(C)C=C1)C[N+]#[C-] (tosylmethyl isocyanide). Run in CC(C)(C)O.COCCOC (t-BuOH DME), COCCOC (DME). Conditions: time 3 hour. Yields the product C12CC(CC(CC1)S2)C#N (8-thiabicyclo[3.2.1]octane-3-carbonitrile), oil. The yield is 63.0%. Reaction SMILES: C(O[K])(C)(C)C.[CH:7]12[S:14][CH:11]([CH2:12][CH2:13]1)[CH2:10][C:9](=O)[CH2:8]2.S([CH2:26][N+:27]#[C-])(C1C=CC(C)=CC=1)(=O)=O.CCOCC>CC(O)(C)C.COCCOC.COCCOC>[CH:7]12[S:14][CH:11]([CH2:12][CH2:13]1)[CH2:10][CH:9]([C:26]#[N:27])[CH2:8]2 |f:4.5|. Procedure details: A solution of tert-BuOK (2.41 g, 21.52 mmol) in t-BuOH/DME 1:2 (24 ml) was added at 0° C. to a solution of 8-thiabicyclo[3.2.1]octan-3-one (1.53 g, 10.75 mmol) and tosylmethyl isocyanide (2.3 g, 11.83 mmol) in DME (20 ml). The solution was stirred for 3 hours at room temperature. After addition of ether, the mixture was washed with a saturated aqueous NaHCO3 solution, dried over MgSO4 and evaporated. After purification by chromatography on silica gel (hexane/AcOEt 85/15), 8-thiabicyclo[3.2.1]oct... Starting materials: N1CCCC1 (pyrrolidine), CN(C1=NN2C(C=CC(=C2)NC(=O)C2=C(C=NN2C)C(=O)O)=N1)C (5-(2-dimethylamino-[1,2,4]triazolo[1,5-a]pyridin-6-ylcarbamoyl)-1-methyl-1H-pyrazole-4-carboxylic acid), brown solid. Product: CN(C1=NN2C(C=CC(=C2)NC(=O)C=2N(N=CC2C(=O)N2CCCC2)C)=N1)C (2-Methyl-4-(pyrrolidine-1-carbonyl)-2H-pyrazole-3-carboxylic acid (2-dimethylamino-[1,2,4]triazolo[1,5-a]pyridin-6-yl)-amide). Reaction SMILES: [NH:1]1[CH2:5][CH2:4][CH2:3][CH2:2]1.[CH3:6][N:7]([CH3:29])[C:8]1[N:28]=[C:11]2[CH:12]=[CH:13][C:14]([NH:16][C:17]([C:19]3[N:23]([CH3:24])[N:22]=[CH:21][C:20]=3[C:25](O)=[O:26])=[O:18])=[CH:15][N:10]2[N:9]=1>>[CH3:6][N:7]([CH3:29])[C:8]1[N:28]=[C:11]2[CH:12]=[CH:13][C:14]([NH:16][C:17]([C:19]3[N:23]([CH3:24])[N:22]=[CH:21][C:20]=3[C:25]([N:1]3[CH2:5][CH2:4][CH2:3][CH2:2]3)=[O:26])=[O:18])=[CH:15][N:10]2[N:9]=1. Procedure: Using pyrrolidine and 5-(2-dimethylamino-[1,2,4]triazolo[1,5-a]pyridin-6-ylcarbamoyl)-1-methyl-1H-pyrazole-4-carboxylic acid, the title compound was prepared in the same manner as described for example 2. Light brown solid (120 mg, 61%). MS: m/z=383 (M+H+). Starting materials: ClC1=CC(=CC=2C(OC(=NC21)C2=CC(=NN2C2=NC=CC=C2Cl)Cl)=O)I (8-chloro-2-[3-chloro-1-(3-chloro-2-pyridinyl)-1H-pyrazol-5-yl]-6-iodo-4H-3,1-benzoxazin-4-one), ClC1=CC(=CC=2C(OC(=NC21)C2=CC(=NN2C2=NC=CC=C2Cl)Cl)=O)I (8-chloro-2-[3-chloro-1-(3-chloro-2-pyridinyl)-1H-pyrazol-5-yl]-6-iodo-4H-3,1-benzoxazin-4-one), tetrakis(triphenyphosphine)palladium(0), [Cu]C#N (copper(I) cyanide). Reagents/catalysts: [Cu]I (copper(I) iodide). The solvent is O1CCCC1 (tetrahydrofuran), C(C)(=O)OCC (ethyl acetate). The product is ClC1=CC(=CC=2C(OC(=NC21)C2=CC(=NN2C2=NC=CC=C2Cl)Cl)=O)C#N (8-chloro-2-[3-chloro-1-(3-chloro-2-pyridinyl)-1H-pyrazol-5-yl]-6-cyano-4H-3, 1-benzoxazin-4-one). RXN SMILES: [Cl:1][C:2]1[C:11]2[N:10]=[C:9]([C:12]3[N:16]([C:17]4[C:22]([Cl:23])=[CH:21][CH:20]=[CH:19][N:18]=4)[N:15]=[C:14]([Cl:24])[CH:13]=3)[O:8][C:7](=[O:25])[C:6]=2[CH:5]=[C:4](I)[CH:3]=1.[Cu][C:28]#[N:29]>O1CCCC1.C(OCC)(=O)C.[Cu]I>[Cl:1][C:2]1[C:11]2[N:10]=[C:9]([C:12]3[N:16]([C:17]4[C:22]([Cl:23])=[CH:21][CH:20]=[CH:19][N:18]=4)[N:15]=[C:14]([Cl:24])[CH:13]=3)[O:8][C:7](=[O:25])[C:6]=2[CH:5]=[C:4]([C:28]#[N:29])[CH:3]=1. Reported procedure: To a solution of 8-chloro-2-[3-chloro-1-(3-chloro-2-pyridinyl)-1H-pyrazol-5-yl]-6-iodo-4H-3,1-benzoxazin-4-one (i.e. the benzoxazinone product of Step B) (575 mg, 1.1 mmol) in tetrahydrofuran (15 mL) was added copper(I) iodide (840 mg, 0.44 mmol), tetrakis(triphenyphosphine)palladium(0) (255 mg, 0.22 mmol) and copper(I) cyanide (500 mg, 5.5 mmol) sequentially at room temperature. The reaction mixture was then heated at reflux overnight. The reaction turned black in color, at which point thin lay...